This data is from the Open Reaction Database (ORD), a public repository of structured organic reaction records. The task is: describe an organic reaction: reactants, conditions, products, and yield As a reaction SMILES: Cl.OC(COC1C=CC([Cl:26])=CC=1)CNC(C)(C)CC1C=CC(OC)=CC=1.Cl.[OH:28][CH:29]([CH2:44][O:45][C:46]1[C:55]2C(=[CH:51][CH:52]=[CH:53][CH:54]=2)C=[CH:48][CH:47]=1)[CH2:30][NH:31][C:32]([CH3:43])([CH3:42])[CH2:33][C:34]1[CH:39]=[CH:38][C:37]([O:40][CH3:41])=[CH:36][CH:35]=1.Cl.OC(COC1C=CC(OC)=CC=1)CNC(C)(C)CC1C=CC(OC)=CC=1>>[ClH:26].[OH:28][CH:29]([CH2:44][O:45][C:46]1[CH:55]=[CH:54][C:53]([CH2:52][CH3:51])=[CH:48][CH:47]=1)[CH2:30][NH:31][C:32]([CH3:43])([CH3:42])[CH2:33][C:34]1[CH:39]=[CH:38][C:37]([O:40][CH3:41])=[CH:36][CH:35]=1 |f:0.1,2.3,4.5,6.7|. Procedure: GC/EI-MS, m/z (rel. int.) 342 (M-15,.1), 237 (15), 236 (100), 163 (5), 121 (19), 114 (7). Product: Cl.OC(CNC(CC1=CC=C(C=C1)OC)(C)C)COC1=CC=C(C=C1)CC (N-[2-hydroxy-3-(4-ethylphenoxy)propyl]-1,1-dimethyl-2-(4-methoxyphenyl)ethylamine Hydrochloride). The reactants are ( 15 ), Cl.OC(CNC(CC1=CC=C(C=C1)OC)(C)C)COC1=CC=CC2=CC=CC=C12 (N-[2-Hydroxy-3-(1-naphthoxy)propyl]-1,1-dimethyl-2-(4-methoxyphenyl) ethylamine Hydrochloride), Cl.OC(CNC(CC1=CC=C(C=C1)OC)(C)C)COC1=CC=C(C=C1)OC (N-[2-Hydroxy-3-(4-methoxyphenoxy)propyl]-1,1-dimethyl-2-(4-methoxyphenyl)ethylamine Hydrochloride), ( 100 ), Cl.OC(CNC(CC1=CC=C(C=C1)OC)(C)C)COC1=CC=C(C=C1)Cl (N-[2-Hydroxy-3-(4-chlorophenoxy)propyl]-1,1-dimethyl-2-(4-methoxypheny)ethylamine Hydrochloride). Starting materials: FC1=C(C(=CC=C1)F)S(=O)(=O)NC(=O)N (N-(2,6-difluorophenylsulphonyl)urea), N1N=CCC1 (2-pyrazoline). Run in O1CCOCC1 (dioxane). Yields the product FC1=C(C(=CC=C1)F)S(=O)(=O)NC(=O)N1N=CCC1 (1-(2,6-difluorophenylsulphonylcarbamoyl)-2-pyrazoline). As a reaction SMILES: [F:1][C:2]1[CH:7]=[CH:6][CH:5]=[C:4]([F:8])[C:3]=1[S:9]([NH:12][C:13]([NH2:15])=[O:14])(=[O:11])=[O:10].[NH:16]1[CH2:20][CH2:19][CH:18]=N1>O1CCOCC1>[F:1][C:2]1[CH:7]=[CH:6][CH:5]=[C:4]([F:8])[C:3]=1[S:9]([NH:12][C:13]([N:15]1[CH2:18][CH2:19][CH:20]=[N:16]1)=[O:14])(=[O:11])=[O:10]. Procedure: N-(2,6-difluorophenylsulphonyl)urea in an amount of 2.36 and 1.40 g of 2-pyrazoline in 20 ml of dioxane are refluxed for 4 hours. After evaporation of the solvent at reduced pressure, the remaining solid is dissolved in 20 ml of water. This solution is filtrated and acidified with conc. hydrochloric acid. The precipitate is sucked off, washed with water and dried, yielding the title product, viz. 1-(2,6-difluorophenylsulphonylcarbamoyl)-2-pyrazoline in a yield of 1.87 g; melting point 183° C. Starting materials: COc1nc(OC)nc([N+]2(C)CCOCC2)n1, CC(C)Sc1nc(C(F)(F)F)ccc1C=CC(=O)O, [Cl-], Cl, C#Cc1cc(CN)cc(F)c1NS(C)(=O)=O, O. Product: C#Cc1cc(CNC(=O)C=Cc2ccc(C(F)(F)F)nc2SC(C)C)cc(F)c1NS(C)(=O)=O. As a reaction SMILES: [CH3:20][O:21][c:22]1[n:23][c:24]([O:25][CH3:26])[n:27][c:28]([N+:29]2([CH3:30])[CH2:31][CH2:32][O:33][CH2:34][CH2:35]2)[n:36]1.[CH:37]([CH3:38])([CH3:39])[S:40][c:41]1[n:42][c:43]([C:52]([F:53])([F:54])[F:55])[cH:44][cH:45][c:46]1[CH:47]=[CH:48][C:49](=[O:50])[OH:51].[Cl-:19].[ClH:17].[NH2:1][CH2:2][c:3]1[cH:4][c:5]([F:16])[c:6]([NH:11][S:12](=[O:13])(=[O:14])[CH3:15])[c:7]([C:9]#[CH:10])[cH:8]1.[OH2:18]>>[NH:1]([CH2:2][c:3]1[cH:4][c:5]([F:16])[c:6]([NH:11][S:12](=[O:13])(=[O:14])[CH3:15])[c:7]([C:9]#[CH:10])[cH:8]1)[C:49]([CH:48]=[CH:47][c:46]1[c:41]([S:40][CH:37]([CH3:38])[CH3:39])[n:42][c:43]([C:52]([F:53])([F:54])[F:55])[cH:44][cH:45]1)=[O:50].